Dataset: the Open Reaction Database (ORD), a public repository of structured organic reaction records. Task: describe an organic reaction: reactants, conditions, products, and yield The product is COC(=O)C[C@H](C(=O)O)O ((R)-3-(methoxycarbonyl)-2-hydroxypropanoic acid). Solvent: C1CCOC1 (THF). The reactants are Cl (HCl), CC1(OC([C@H](O1)CC(=O)OC)=O)C (Methyl 2-((R)-2,2-dimethyl-5-oxo-1,3-dioxolan-4-yl)acetate), [Na+].[Cl-] (NaCl). Reaction SMILES: CC1(C)[O:6][C@H:5]([CH2:7][C:8]([O:10][CH3:11])=[O:9])[C:4](=[O:12])[O:3]1.Cl.[Na+].[Cl-]>C1COCC1>[CH3:11][O:10][C:8]([CH2:7][C@@H:5]([OH:6])[C:4]([OH:12])=[O:3])=[O:9] |f:2.3|. Procedure: Methyl 2-((R)-2,2-dimethyl-5-oxo-1,3-dioxolan-4-yl)acetate (17.1 g, 90.9 mmol) was stirred in a 1:1 mixture of THF: 1 M HCl (200 mL) for 1 h at room temperature. After addition of NaCl to nearly saturate the aqueous layer, the mixture was extracted with EtOAc, and the extracts were dried over Na2SO4 and concentrated to obtain (R)-3-(methoxycarbonyl)-2-hydroxypropanoic acid as an oil. 1H NMR (400 MHz, CDCl3) δ 4.58-4.55 (m, 1H), 3.75 (s, 3H), 2.98-2.84 (m, 2H) ppm. Reactants: C1CNCCN1, Nc1c(F)c(F)cc2c1c(=O)c(C(=O)O)cn2C1CC1, c1ccncc1. Product: Nc1c(F)c(N2CCNCC2)cc2c1c(=O)c(C(=O)O)cn2C1CC1. RXN SMILES: [CH2:21]1[CH2:22][NH:23][CH2:24][CH2:25][NH:26]1.[NH2:1][c:2]1[c:3]2[c:4](=[O:20])[c:5]([C:17](=[O:18])[OH:19])[cH:6][n:7]([CH:14]3[CH2:15][CH2:16]3)[c:8]2[cH:9][c:10]([F:13])[c:11]1[F:12].[cH:27]1[cH:28][cH:29][n:30][cH:31][cH:32]1>>[NH2:1][c:2]1[c:3]2[c:4](=[O:20])[c:5]([C:17](=[O:18])[OH:19])[cH:6][n:7]([CH:14]3[CH2:15][CH2:16]3)[c:8]2[cH:9][c:10]([N:23]2[CH2:22][CH2:21][NH:26][CH2:25][CH2:24]2)[c:11]1[F:12].